This data is from the Open Reaction Database (ORD), a public repository of structured organic reaction records. The task is: describe an organic reaction: reactants, conditions, products, and yield Reactants: C1(=CC=CC=C1)OC(NC=1C(=NC(=C(C1)CC)C)OC)=O (Phenyl-N-(5-ethyl-2-methoxy-6-methylpyridin-3-yl)carbamate), C1(=CC=CC2=CC3=CC=CC=C3C=C12)N1CCNCC1 (1-(1-anthryl)piperazine). Product: C(C)C=1C=C(C(=NC1C)OC)NC(=O)N1CCN(CC1)C1=CC=CC2=CC3=CC=CC=C3C=C12 (1-[(5-ethyl-2-methoxy-6-methylpyridin-3-yl)aminocarbonyl]-4-(1-anthryl)piperazine). Isolated yield 57.0%. RXN SMILES: C1(O[C:8](=[O:21])[NH:9][C:10]2[C:11]([O:19][CH3:20])=[N:12][C:13]([CH3:18])=[C:14]([CH2:16][CH3:17])[CH:15]=2)C=CC=CC=1.[C:22]1([N:36]2[CH2:41][CH2:40][NH:39][CH2:38][CH2:37]2)[C:35]2[C:26](=[CH:27][C:28]3[C:33]([CH:34]=2)=[CH:32][CH:31]=[CH:30][CH:29]=3)[CH:25]=[CH:24][CH:23]=1>>[CH2:16]([C:14]1[CH:15]=[C:10]([NH:9][C:8]([N:39]2[CH2:38][CH2:37][N:36]([C:22]3[C:35]4[C:26](=[CH:27][C:28]5[C:33]([CH:34]=4)=[CH:32][CH:31]=[CH:30][CH:29]=5)[CH:25]=[CH:24][CH:23]=3)[CH2:41][CH2:40]2)=[O:21])[C:11]([O:19][CH3:20])=[N:12][C:13]=1[CH3:18])[CH3:17]. Reported procedure: Phenyl-N-(5-ethyl-2-methoxy-6-methylpyridin-3-yl)carbamate and 1-(1-anthryl)piperazine were reacted by the same way with the example 1 to obtain the titled compound.